Dataset: the Open Reaction Database (ORD), a public repository of structured organic reaction records. Task: describe an organic reaction: reactants, conditions, products, and yield Starting materials: C1(CC1)N (cyclopropylamine), ClC=1C(=NN(C1OC(F)F)C)C1=CC(=C(C=C1)Cl)S(=O)(=O)Cl (4-chloro-3-(4-chloro-3-chlorosulfonylphenyl)-5-difluoromethoxy-1-methyl-1H-pyrazole). Run in O1CCCC1 (tetrahydrofuran). Conditions: time 4 hour. The product is ClC=1C(=NN(C1OC(F)F)C)C1=CC(=C(C=C1)Cl)S(=O)(=O)NC1CC1 (4-Chloro-3-[4-chloro-3-(cyclopropylaminosulfonyl)-phenyl]-5-difluoromethoxy-1-methyl-1H-pyrazole). RXN SMILES: [CH:1]1([NH2:4])[CH2:3][CH2:2]1.[Cl:5][C:6]1[C:7]([C:16]2[CH:21]=[CH:20][C:19]([Cl:22])=[C:18]([S:23](Cl)(=[O:25])=[O:24])[CH:17]=2)=[N:8][N:9]([CH3:15])[C:10]=1[O:11][CH:12]([F:14])[F:13]>O1CCCC1>[Cl:5][C:6]1[C:7]([C:16]2[CH:21]=[CH:20][C:19]([Cl:22])=[C:18]([S:23]([NH:4][CH:1]3[CH2:3][CH2:2]3)(=[O:24])=[O:25])[CH:17]=2)=[N:8][N:9]([CH3:15])[C:10]=1[O:11][CH:12]([F:14])[F:13]. Procedure details: 0.9 g (16 mmol) of cyclopropylamine was added to a solution of 3 g (7.6 mmol) of 4-chloro-3-(4-chloro-3-chlorosulfonylphenyl)-5-difluoromethoxy-1-methyl-1H-pyrazole in 25 ml of tetrahydrofuran. The mixture was stirred at room temperature for 4 hours and then concentrated to dryness. The solid residue was washed with a little diisopropyl ether. Yield: 3 g. Reactants: [BH4-], COC(=O)Cc1ccccc1OCc1ccccc1, CO, [Na+], C1CCOC1. The product is OCCc1ccccc1OCc1ccccc1. Reaction SMILES: [BH4-:20].[CH2:1]([c:2]1[cH:3][cH:4][cH:5][cH:6][cH:7]1)[O:8][c:9]1[c:10]([CH2:15][C:16](=[O:17])[O:18][CH3:19])[cH:11][cH:12][cH:13][cH:14]1.[CH3:22][OH:23].[Na+:21].[O:24]1[CH2:25][CH2:26][CH2:27][CH2:28]1>>[CH2:1]([c:2]1[cH:3][cH:4][cH:5][cH:6][cH:7]1)[O:8][c:9]1[c:10]([CH2:15][CH2:16][OH:17])[cH:11][cH:12][cH:13][cH:14]1. The reactants are COC1=C(C=CC2=C1CCC(CC2)N2CCOCC2)N (1-methoxy-7-morpholin-4-yl-6,7,8,9-tetrahydro-5H-benzocyclohepten-2-ylamine), ClC1=NC=C(C(=N1)NC1=C(C=CC=C1)S(=O)(=O)C(C)C)Cl ((2,5-dichloro-pyrimidin-4-yl)-[2-(propane-2-sulfonyl)-phenyl]-amine). The product is ClC=1C(=NC(=NC1)NC=1C=CC2=C(CCC(CC2)N2CCOCC2)C1OC)NC1=C(C=CC=C1)S(=O)(=O)C(C)C (5-Chloro-N*2*-(1-methoxy-7-morpholin-4-yl-6,7,8,9-tetrahydro-5H-benzocyclohepten-2-yl)-N*4*-[2-(propane-2-sulfonyl)-phenyl]-pyrimidine-2,4-diamine), foam. Isolated yield 30.0%. Reaction SMILES: [CH3:1][O:2][C:3]1[C:8]2[CH2:9][CH2:10][CH:11]([N:14]3[CH2:19][CH2:18][O:17][CH2:16][CH2:15]3)[CH2:12][CH2:13][C:7]=2[CH:6]=[CH:5][C:4]=1[NH2:20].Cl[C:22]1[N:27]=[C:26]([NH:28][C:29]2[CH:34]=[CH:33][CH:32]=[CH:31][C:30]=2[S:35]([CH:38]([CH3:40])[CH3:39])(=[O:37])=[O:36])[C:25]([Cl:41])=[CH:24][N:23]=1>>[Cl:41][C:25]1[C:26]([NH:28][C:29]2[CH:34]=[CH:33][CH:32]=[CH:31][C:30]=2[S:35]([CH:38]([CH3:40])[CH3:39])(=[O:37])=[O:36])=[N:27][C:22]([NH:20][C:4]2[CH:5]=[CH:6][C:7]3[CH2:13][CH2:12][CH:11]([N:14]4[CH2:19][CH2:18][O:17][CH2:16][CH2:15]4)[CH2:10][CH2:9][C:8]=3[C:3]=2[O:2][CH3:1])=[N:23][CH:24]=1. Reported procedure: The title compound was prepared from 1-methoxy-7-morpholin-4-yl-6,7,8,9-tetrahydro-5H-benzocyclohepten-2-ylamine and (2,5-dichloro-pyrimidin-4-yl)-[2-(propane-2-sulfonyl)-phenyl]-amine in an analogous manner to Example 179 heating at 140° C. Product was isolated as a white foam (33 mg, 30%). LCMS (m/e) 586 (M+H); 1H NMR (400 MHz, CDCl3) δ12.93 (broad s, 1H), 10.32 (broad s, 1H), 8.35 (d, 1H, J=8.34 Hz), 8.00 (s, 1H), 7.91 (d, 1H, J=8.08 Hz), 7.52 (d, 1H, J=8.08 Hz), 7.41 (t, 1H, J=7.58 Hz), 7.33... RXN SMILES: [CH2:3]1[O:4][CH2:5][CH2:6][N:7]2[CH:8]1[CH2:9][NH:10][CH2:11][CH2:12]2.[CH3:13][C:14]([CH3:15])([CH3:16])[O:17][C:18](=[O:19])[N:20]([N:21]([C:22](=[O:23])[O:24][C:25]([CH3:26])([CH3:27])[CH3:28])[c:29]1[n:30][c:31]([Cl:37])[n:32][c:33]([Cl:36])[c:34]1[F:35])[C:38](=[O:39])[O:40][C:41]([CH3:42])([CH3:43])[CH3:44].[CH3:59][CH2:60][O:61][CH2:62][CH3:63].[CH:45]([N:46]([CH2:47][CH3:48])[CH:49]([CH3:50])[CH3:51])([CH3:52])[CH3:53].[ClH:1].[ClH:2].[O:54]=[CH:55][N:56]([CH3:57])[CH3:58]>>[CH2:3]1[O:4][CH2:5][CH2:6][N:7]2[CH:8]1[CH2:9][N:10]([c:33]1[n:32][c:31]([Cl:37])[n:30][c:29]([N:21]([N:20]([C:18]([O:17][C:14]([CH3:13])([CH3:15])[CH3:16])=[O:19])[C:38](=[O:39])[O:40][C:41]([CH3:42])([CH3:43])[CH3:44])[C:22](=[O:23])[O:24][C:25]([CH3:26])([CH3:27])[CH3:28])[c:34]1[F:35])[CH2:11][CH2:12]2. The reactants are C1CN2CCOCC2CN1, CC(C)(C)OC(=O)N(C(=O)OC(C)(C)C)N(C(=O)OC(C)(C)C)c1nc(Cl)nc(Cl)c1F, CCOCC, CCN(C(C)C)C(C)C, Cl, Cl, CN(C)C=O. The product is CC(C)(C)OC(=O)N(C(=O)OC(C)(C)C)N(C(=O)OC(C)(C)C)c1nc(Cl)nc(N2CCN3CCOCC3C2)c1F. Reactants: C(Cl)Cl (methylene chloride), solution, [OH-].C(C1=CC=CC=C1)[N+](C)(C)C (benzyltrimethylammonium hydroxide), C(C)C1=C(C=C(C=O)C=C1OC)OC (4-ethyl-3,5-dimethoxy-benzaldehyde), CSCS(=O)C (methyl methylthiomethyl sulphoxide). The solvent is CO (methanol), O1CCCC1 (tetrahydrofuran). Product: C(C)C1=C(C=C(C=C1OC)\C=C(\S(=O)C)/SC)OC ((E)-2-ethyl-5-(2-methylsulphanyl-2-methylsulphinyl-vinyl)-1,3-dimethoxybenzene). Yield: 68.8%. RXN SMILES: [OH-].C([N+](C)(C)C)C1C=CC=CC=1.[CH2:13]([C:15]1[C:22]([O:23][CH3:24])=[CH:21][C:18]([CH:19]=O)=[CH:17][C:16]=1[O:25][CH3:26])[CH3:14].[CH3:27][S:28][CH2:29][S:30]([CH3:32])=[O:31].C(Cl)Cl>CO.O1CCCC1>[CH2:13]([C:15]1[C:22]([O:23][CH3:24])=[CH:21][C:18](/[CH:19]=[C:29](\[S:28][CH3:27])/[S:30]([CH3:32])=[O:31])=[CH:17][C:16]=1[O:25][CH3:26])[CH3:14] |f:0.1|. Reported procedure: 130 ml of a 40% solution of benzyltrimethylammonium hydroxide in methanol (Triton B) were added to a solution of 126.5 g (651.2 mmol) of 4-ethyl-3,5-dimethoxy-benzaldehyde and 80.89 g (651.2 mmol) of methyl methylthiomethyl sulphoxide in 300 ml of tetrahydrofuran and the mixture was heated at reflux for 5 hours. After the addition of 300 ml of methylene chloride the mixture was extracted with 200 ml of 0.5M sulphuric acid. The organic phase was dried (MgSO4), filtered and evaporated. Chromatogra... Reactants: CC(=O)N1N=C(c2cc(Br)ccc2F)CC1(CCCO)c1ccccc1, ClCCl. Yields the product CC(=O)N1N=C(c2cc(Br)ccc2F)CC1(CCC=O)c1ccccc1. As a reaction SMILES: [C:1]([CH3:2])(=[O:3])[N:4]1[N:5]=[C:6]([c:19]2[c:20]([F:26])[cH:21][cH:22][c:23]([Br:25])[cH:24]2)[CH2:7][C:8]1([c:9]1[cH:10][cH:11][cH:12][cH:13][cH:14]1)[CH2:15][CH2:16][CH2:17][OH:18].[Cl:27][CH2:28][Cl:29]>>[C:1]([CH3:2])(=[O:3])[N:4]1[N:5]=[C:6]([c:19]2[c:20]([F:26])[cH:21][cH:22][c:23]([Br:25])[cH:24]2)[CH2:7][C:8]1([c:9]1[cH:10][cH:11][cH:12][cH:13][cH:14]1)[CH2:15][CH2:16][CH:17]=[O:18]. Reactants: O[C@H]1CCC([C@H](C1)N1C(C2=CC=CC=C2C1=O)=O)(C)C (cis-2-(5-hydroxy-2,2-dimethylcyclohexyl)-1H-isoindole-1,3(2H)-dione), [N+](=O)([O-])C1=CC=C(C(=O)O)C=C1 (4-nitrobenzoic acid), C1(=CC=CC=C1)P(C1=CC=CC=C1)C1=CC=CC=C1 (triphenylphosphine), N(=NC(=O)OCC)C(=O)OCC.C1(=CC=CC=C1)C (diethyl azodicarboxylate toluene). Run in O1CCCC1 (tetrahydrofuran). Product: [N+](=O)([O-])C1=CC=C(C(=O)O[C@@H]2C[C@H](C(CC2)(C)C)N2C(C3=CC=CC=C3C2=O)=O)C=C1 (trans-3-(1,3-dioxo-1,3-dihydro-2H-isoindol-2-yl)-4,4-dimethylcyclohexyl 4-nitrobenzoate). The yield is 114.8%. RXN SMILES: [OH:1][C@@H:2]1[CH2:7][C@H:6]([N:8]2[C:16](=[O:17])[C:15]3[C:10](=[CH:11][CH:12]=[CH:13][CH:14]=3)[C:9]2=[O:18])[C:5]([CH3:20])([CH3:19])[CH2:4][CH2:3]1.[N+:21]([C:24]1[CH:32]=[CH:31][C:27]([C:28](O)=[O:29])=[CH:26][CH:25]=1)([O-:23])=[O:22].C1(P(C2C=CC=CC=2)C2C=CC=CC=2)C=CC=CC=1.N(C(OCC)=O)=NC(OCC)=O.C1(C)C=CC=CC=1>O1CCCC1>[N+:21]([C:24]1[CH:25]=[CH:26][C:27]([C:28]([O:1][C@H:2]2[CH2:3][CH2:4][C:5]([CH3:20])([CH3:19])[C@H:6]([N:8]3[C:16](=[O:17])[C:15]4[C:10](=[CH:11][CH:12]=[CH:13][CH:14]=4)[C:9]3=[O:18])[CH2:7]2)=[O:29])=[CH:31][CH:32]=1)([O-:23])=[O:22] |f:3.4|. Procedure: To a solution of the cis-2-(5-hydroxy-2,2-dimethylcyclohexyl)-1H-isoindole-1,3(2H)-dione (500 mg, 1.83 mmol) obtained in Example 590 in tetrahydrofuran (10 ml) were added 4-nitrobenzoic acid (321 mg, 1.05 mmol), triphenylphosphine (576 mg, 2.20 mmol) and a 40%-diethyl azodicarboxylate/toluene solution (1.00 ml, 2.20 mmol) at 3° C., and stirred overnight at room temperature. The reaction solution was concentrated and the resulting residue was purified by a silica gel column chromatography (eluent... Reactants: O=C([O-])O, CC(=O)O, O=C1CCC(=O)N1I, [Na+], N#Cc1c[nH]c(=O)c2ccsc12, CN(C)C=O, O. The product is N#Cc1c[nH]c(=O)c2cc(I)sc12. RXN SMILES: [C:25](=[O:26])([OH:27])[O-:28].[CH3:13][C:14](=[O:15])[OH:16].[I:17][N:18]1[C:19](=[O:20])[CH2:21][CH2:22][C:23]1=[O:24].[Na+:29].[O:1]=[c:2]1[nH:3][cH:4][c:5]([C:11]#[N:12])[c:6]2[c:7]1[cH:8][cH:9][s:10]2.[O:31]=[CH:32][N:33]([CH3:34])[CH3:35].[OH2:30]>>[O:1]=[c:2]1[nH:3][cH:4][c:5]([C:11]#[N:12])[c:6]2[c:7]1[cH:8][c:9]([I:17])[s:10]2. The reactants are C(CCC)[Li] (n-butyllithium), C=O (Paraformaldehyde), C=O (formaldehyde), CC1=CC(=NC(=C1)C)N1C(=CC=C1C)C (4,6-dimethyl-2-(2,5-dimethylpyrrol-1-yl)pyridine), O1CCCC1 (Tetrahydrofuran), C=O (formaldehyde). The product is OCCC1=CC(=CC(=N1)N1C(=CC=C1C)C)C (6-(2-hydroxyethyl)-4-methyl-2-(2,5-dimethylpyrrol-1-yl)pyridine). Run at temperature -17.5 celsius, time 1 hour. Procedure details: A solution of 2.97 mg (14.8 mmol) of 4,6-dimethyl-2-(2,5-dimethylpyrrol-1-yl)pyridine (from Example 53, Step A) in 15 mL of ethyl ether was added to a -20° C. solution prepared from 30 mL of ethyl ether and 12 mL (17 mmol) of 1.4 M n-butyllithium in hexane. The mixture was stirred for 1 h at -20 to -15° C. with the formation of a precipitate. Tetrahydrofuran (10 mL) was added, giving an orange-red solution of the intermediate anion. Paraformaldehyde in a separate flask was heated to 150-160° C.,... The yield is 45.0%. Solvent: CCCCCC (hexane), C(C)OCC (ethyl ether), C(C)OCC (ethyl ether). Reaction SMILES: [CH3:1][C:2]1[CH:7]=[C:6]([CH3:8])[N:5]=[C:4]([N:9]2[C:13]([CH3:14])=[CH:12][CH:11]=[C:10]2[CH3:15])[CH:3]=1.C([Li])CCC.[O:21]1CCC[CH2:22]1.C=O>C(OCC)C.CCCCCC>[OH:21][CH2:22][CH2:8][C:6]1[N:5]=[C:4]([N:9]2[C:13]([CH3:14])=[CH:12][CH:11]=[C:10]2[CH3:15])[CH:3]=[C:2]([CH3:1])[CH:7]=1. Reactants: O=S1(CCN(CC1)C1=CC(=NC=N1)N)=O (6-(1,1-Dioxidothiomorpholin-4-yl)pyrimidin-4-amine), [H-].[Na+] (sodium hydride), ClC=1SC(=CN1)C#N (2-chloro-1,3-thiazole-5-carbonitrile). Yields the product O=S1(CCN(CC1)C1=CC(=NC=N1)NC=1SC(=CN1)C#N)=O (2-{[6-(1,1-Dioxidothiomorpholin-4-yl)pyrimidin-4-yl]amino}-1,3-thiazole-5-carbonitrile). Reaction SMILES: [O:1]=[S:2]1(=[O:15])[CH2:7][CH2:6][N:5]([C:8]2[N:13]=[CH:12][N:11]=[C:10]([NH2:14])[CH:9]=2)[CH2:4][CH2:3]1.[H-].[Na+].Cl[C:19]1[S:20][C:21]([C:24]#[N:25])=[CH:22][N:23]=1>>[O:15]=[S:2]1(=[O:1])[CH2:7][CH2:6][N:5]([C:8]2[N:13]=[CH:12][N:11]=[C:10]([NH:14][C:19]3[S:20][C:21]([C:24]#[N:25])=[CH:22][N:23]=3)[CH:9]=2)[CH2:4][CH2:3]1 |f:1.2|. Procedure details: 6-(1,1-Dioxidothiomorpholin-4-yl)pyrimidin-4-amine 8-2 (0.237 g, 1.04 mmol), sodium hydride (0.083 g, 2.08 mmol) and 2-chloro-1,3-thiazole-5-carbonitrile 2-2 (0.15 g, 1.04 mmol) were treated as in Scheme 4 above. The product was purified on a preparative hplc column and isolated via lyophilization to yield 8-3. Hi-Res MS: calc: 337.0536 found: 337.0530. 1NMR(DMSO): 8.51 ppm (s, 1H); 8.27 ppm (s, 1H); 6.36 ppm (s, 1H); 4.05 ppm (s, 4H); 3.21 ppm (s, 4H).